Dataset: the Open Reaction Database (ORD), a public repository of structured organic reaction records. Task: describe an organic reaction: reactants, conditions, products, and yield Starting materials: OCCCBr, CC#N, Fc1ccc2c(C3CCNCC3)noc2c1, O. As a reaction SMILES: [Br:17][CH2:18][CH2:19][CH2:20][OH:21].[CH3:22][C:23]#[N:24].[F:1][c:2]1[cH:3][c:4]2[c:5]([c:6]([CH:9]3[CH2:10][CH2:11][NH:12][CH2:13][CH2:14]3)[n:7][o:8]2)[cH:15][cH:16]1.[OH2:25]>>[F:1][c:2]1[cH:3][c:4]2[c:5]([c:6]([CH:9]3[CH2:10][CH2:11][N:12]([CH2:18][CH2:19][CH2:20][OH:21])[CH2:13][CH2:14]3)[n:7][o:8]2)[cH:15][cH:16]1. Yields the product OCCCN1CCC(c2noc3cc(F)ccc23)CC1. Procedure details: Prepared from (4s)-1-azatricyclo[3.3.1.13,7]dec-4-ylamine and 4-methoxybenzoic acid (Aldrich) according to method B; 1H NMR (500 MHz, methanol-d4) δ 1.92-1.99 (m, 4H), 2.12 (s, 1H), 2.31 (d, J=14 Hz, 2H), 2.39 (s, 1H), 3.50 (s, 2H), 3.60 (s, 3H), 3.84-3.87 (m, 3H), 4.37 (s, 1H), 6.97-7.03 (m, 2H), 7.75-7.88 (m, 2H); MS (APCI/NH3) m/z 287 (M+H)+. The product is N12CC3[C@@H](C(CC(C1)C3)C2)NC(C2=CC=C(C=C2)OC)=O (N-[(4s)-1-Azatricyclo[3.3.1.13,7]dec-4-yl]-4-methoxybenzamide). Reactants: N12CC3[C@@H](C(CC(C1)C3)C2)N ((4s)-1-azatricyclo[3.3.1.13,7]dec-4-ylamine), COC1=CC=C(C(=O)O)C=C1 (4-methoxybenzoic acid), N (NH3). RXN SMILES: [N:1]12[CH2:10][CH:5]3[CH2:6][CH:7]([CH2:9][CH:3]([C@@H:4]3[NH2:11])[CH2:2]1)[CH2:8]2.[CH3:12][O:13][C:14]1[CH:22]=[CH:21][C:17]([C:18](O)=[O:19])=[CH:16][CH:15]=1.N>>[N:1]12[CH2:10][CH:5]3[CH2:6][CH:7]([CH2:9][CH:3]([C@@H:4]3[NH:11][C:18](=[O:19])[C:17]3[CH:21]=[CH:22][C:14]([O:13][CH3:12])=[CH:15][CH:16]=3)[CH2:2]1)[CH2:8]2. Starting materials: N([C@@H](CC(C)C)C(=O)N[C@@H](CC1=CC=CC=C1)C(=O)O)C(=O)OCC1=CC=CC=C1 (Z-Leu-Phe), [O-]CC.[Na+] (sodium ethoxide), Aminoacid, Di- and Tripeptide-ketoesters. Solvent: C(C)O (ethanol), C(C)O (ethanol). Conditions: time 4.5 hour. Yields the product N([C@@H](CC(C)C)C(=O)N[C@@H](CC1=CC=CC=C1)C(=O)OCC)C(=O)OCC1=CC=CC=C1 (Z-Leu-Phe-COOEt). Yield: 308.7%. RXN SMILES: [NH:1]([C:21]([O:23][CH2:24][C:25]1[CH:30]=[CH:29][CH:28]=[CH:27][CH:26]=1)=[O:22])[C@H:2]([C:7]([NH:9][C@H:10]([C:18]([OH:20])=[O:19])[CH2:11][C:12]1[CH:17]=[CH:16][CH:15]=[CH:14][CH:13]=1)=[O:8])[CH2:3][CH:4]([CH3:6])[CH3:5].[O-][CH2:32][CH3:33].[Na+]>C(O)C>[NH:1]([C:21]([O:23][CH2:24][C:25]1[CH:26]=[CH:27][CH:28]=[CH:29][CH:30]=1)=[O:22])[C@H:2]([C:7]([NH:9][C@H:10]([C:18]([O:20][CH2:32][CH3:33])=[O:19])[CH2:11][C:12]1[CH:13]=[CH:14][CH:15]=[CH:16][CH:17]=1)=[O:8])[CH2:3][CH:4]([CH3:6])[CH3:5] |f:1.2|. Procedure details: Single Aminoacid, Di- and Tripeptide-ketoesters (General Procedure). To a stirred solution of 8.53 g (15.0 mmol) of Z-Leu-Phe-EE in 40 ml anhydrous ethanol at room temperature was added dropwise a solution of sodium ethoxide (0.204 g; 3.0 mmol) in 20.0 ml anhydrous ethanol. The color of the reaction mixture change from colorless or pall yellow to deep yellow or orange dependent on enol-ester. Then the reaction mixture was stirred at room temperature for 4-5 hours, the ethanol was then evaporated... Reactants: CN(C)C=O, O=C=Nc1ccc(Cl)cc1, N#CSc1cc(Cl)c(Cl)c2sc(N)nc12. The product is N#CSc1cc(Cl)c(Cl)c2sc(NC(=O)Nc3ccc(Cl)cc3)nc12. RXN SMILES: [CH3:26][N:27]([CH3:28])[CH:29]=[O:30].[Cl:1][c:2]1[cH:3][cH:4][c:5]([N:8]=[C:9]=[O:10])[cH:6][cH:7]1.[NH2:11][c:12]1[s:13][c:14]2[c:15]([n:16]1)[c:17]([S:23][C:24]#[N:25])[cH:18][c:19]([Cl:22])[c:20]2[Cl:21]>>[Cl:1][c:2]1[cH:3][cH:4][c:5]([NH:8][C:9](=[O:10])[NH:11][c:12]2[s:13][c:14]3[c:15]([n:16]2)[c:17]([S:23][C:24]#[N:25])[cH:18][c:19]([Cl:22])[c:20]3[Cl:21])[cH:6][cH:7]1. Reactants: C(C)OC(C=C(OCC)N)=O (β-amino-β-ethoxyacrylic acid ethyl ester), C1(=CC=C(C=C1)S(=O)(=O)O)C (p-toluenesulphonic acid), FC1=C(CNN)C=CC=C1 (o-fluorobenzylhydrazine). The solvent is C(C)O (ethanol). Run at time 2 hour. Yields the product NC=1NN(C(C1)=O)CC1=C(C=CC=C1)F (3-Amino-1-(2-fluorobenzyl)-pyrazol-5-one). As a reaction SMILES: C([O:3][C:4](=O)[CH:5]=[C:6]([NH2:10])OCC)C.C1(C)C=CC(S(O)(=O)=O)=CC=1.[F:23][C:24]1[CH:32]=[CH:31][CH:30]=[CH:29][C:25]=1[CH2:26][NH:27][NH2:28]>C(O)C>[NH2:10][C:6]1[NH:28][N:27]([CH2:26][C:25]2[CH:29]=[CH:30][CH:31]=[CH:32][C:24]=2[F:23])[C:4](=[O:3])[CH:5]=1. Procedure details: 30.2 g of β-amino-β-ethoxyacrylic acid ethyl ester together with 2 g of p-toluenesulphonic acid were dissolved in 300 ml of ethanol and 27.1 g of o-fluorobenzylhydrazine were added under nitrogen. After stirring for two hours, the mixture was left to stand overnight and the compound identified above, which had separated out as a precipitate, was filtered off and recrystallised from ethanol. Melting point: 146°, 11 g (27%). Starting materials: BrC=1N(C(=C(N1)C#N)C#N)COCC[Si](C)(C)C (2-bromo-4,5-dicyano-1-(2-trimethylsilylethoxymethyl)-1H-imidazole), ClC1=C(C(=CC(=C1)C(F)(F)F)Cl)N1N=C(C(=N1)S)C (2-(2,6-dichloro-4-trifluoromethylphenyl)-5-methyl-2H-1,2,3-triazole-4-thiol), O (water), [H-].[Na+] (sodium hydride). Run in O1CCCC1 (tetrahydrofuran), O1CCCC1 (tetrahydrofuran), O1CCCC1 (tetrahydrofuran). Yields the product ClC1=C(C(=CC(=C1)C(F)(F)F)Cl)N1N=C(C(=N1)SC=1N(C(=C(N1)C#N)C#N)COCC[Si](C)(C)C)C (2-(2,6-dichloro-4-trifluoromethylphenyl)-4-[4,5-dicyano-1-(2-trimethylsilylethoxymethyl]-1H-imidazol-2-ylthio]-5-methyl-2H-1,2,3-triazole). Reaction SMILES: [Cl:1][C:2]1[CH:7]=[C:6]([C:8]([F:11])([F:10])[F:9])[CH:5]=[C:4]([Cl:12])[C:3]=1[N:13]1[N:17]=[C:16]([SH:18])[C:15]([CH3:19])=[N:14]1.[H-].[Na+].Br[C:23]1[N:24]([CH2:32][O:33][CH2:34][CH2:35][Si:36]([CH3:39])([CH3:38])[CH3:37])[C:25]([C:30]#[N:31])=[C:26]([C:28]#[N:29])[N:27]=1.O>O1CCCC1>[Cl:12][C:4]1[CH:5]=[C:6]([C:8]([F:9])([F:11])[F:10])[CH:7]=[C:2]([Cl:1])[C:3]=1[N:13]1[N:17]=[C:16]([S:18][C:23]2[N:24]([CH2:32][O:33][CH2:34][CH2:35][Si:36]([CH3:39])([CH3:38])[CH3:37])[C:25]([C:30]#[N:31])=[C:26]([C:28]#[N:29])[N:27]=2)[C:15]([CH3:19])=[N:14]1 |f:1.2|. Procedure details: Crude 2-(2,6-dichloro-4-trifluoromethylphenyl)-5-methyl-2H-1,2,3-triazole-4-thiol, prepared as in EP No. 350 237, (10 g) in tetrahydrofuran (50 ml) was added to a stirred suspension of sodium hydride (80%, dispersion in oil, 1.0 g) in tetrahydrofuran (50 ml) at 0°. Then a solution of 2-bromo-4,5-dicyano-1-(2-trimethylsilylethoxymethyl)-1H-imidazole (10 g) in tetrahydrofuran (100 ml) was added, dropwise, with stirring at 0°-5°. The mixture was stirred at room temperature for 20 hours and then was... Product: CC(C)(C)c1cc(NC=C2C(=O)Nc3ccccc32)n[nH]1. Reactants: CC(C)(C)c1cc(N)n[nH]1, Nc1cc[nH]n1, C1CCOC1, O=C1Nc2ccccc2C1=CO. RXN SMILES: [C:19]([CH3:20])([CH3:21])([CH3:22])[c:23]1[cH:24][c:25]([NH2:28])[n:26][nH:27]1.[NH2:1][c:2]1[cH:3][cH:4][nH:5][n:6]1.[O:29]1[CH2:30][CH2:31][CH2:32][CH2:33]1.[OH:7][CH:8]=[C:9]1[C:10](=[O:18])[NH:11][c:12]2[cH:13][cH:14][cH:15][cH:16][c:17]21>>[CH:8](=[C:9]1[C:10](=[O:18])[NH:11][c:12]2[cH:13][cH:14][cH:15][cH:16][c:17]21)[NH:28][c:25]1[cH:24][c:23]([C:19]([CH3:20])([CH3:21])[CH3:22])[nH:27][n:26]1. Starting materials: C(C)(=O)C1=CC=C(C=C1)C#CC=1C=C(C(=NC1)C#N)Cl (5-((4-acetylphenyl)ethynyl)-3-chloropicolinonitrile), [H][H] (Hydrogen). Reagents/catalysts: [Pt]=O (Platinum Oxide). Solvent: C(C)O (ethanol). Reaction conditions: time 0.5 hour. Product: C(C)(=O)C1=CC=C(CCC=2C=C(C(=NC2)C#N)Cl)C=C1 (5-(4-acetylphenethyl)-3-chloropicolinonitrile). Reaction SMILES: [C:1]([C:4]1[CH:9]=[CH:8][C:7]([C:10]#[C:11][C:12]2[CH:13]=[C:14]([Cl:20])[C:15]([C:18]#[N:19])=[N:16][CH:17]=2)=[CH:6][CH:5]=1)(=[O:3])[CH3:2].[H][H]>C(O)C.[Pt]=O>[C:1]([C:4]1[CH:9]=[CH:8][C:7]([CH2:10][CH2:11][C:12]2[CH:13]=[C:14]([Cl:20])[C:15]([C:18]#[N:19])=[N:16][CH:17]=2)=[CH:6][CH:5]=1)(=[O:3])[CH3:2]. Procedure details: To a solution of 5-((4-acetylphenyl)ethynyl)-3-chloropicolinonitrile (from the previous step) (1 eq) in ethanol (0.1 M) was added Platinum Oxide (30 mol %). Hydrogen gas was introduced via a balloon, and the reaction was stirred for 0.5 hour. The mixture was filtered through a pad of celite, washing with dichloromethane. The filtrate was concentrated en vacuo and purified by flash chromatography on a COMBIFLASH® system (ISCO) using 0-100% ethyl acetate in hexane to give 5-(4-acetylphenethyl)-3-c... Starting materials: FC1=CC=C(C=C1)[N+](=O)[O-] (1-fluoro-4-nitrobenzene), Cl (HCl), FC(C(C)O)(F)F (1,1,1-trifluoro-propan-2-ol), C([O-])([O-])=O.[Cs+].[Cs+] (cesium carbonate). The solvent is C(C)(=O)OCC (ethyl acetate), CC#N (CH3CN), O (water). Yields the product [N+](=O)([O-])C1=CC=C(C=C1)OC(C(F)(F)F)C (1-Nitro-4-(2,2,2-trifluoro-1-methyl-ethoxy)-benzene). As a reaction SMILES: F[C:2]1[CH:7]=[CH:6][C:5]([N+:8]([O-:10])=[O:9])=[CH:4][CH:3]=1.[F:11][C:12]([F:17])([F:16])[CH:13]([OH:15])[CH3:14].C(=O)([O-])[O-].[Cs+].[Cs+].Cl>CC#N.O.C(OCC)(=O)C>[N+:8]([C:5]1[CH:6]=[CH:7][C:2]([O:15][CH:13]([CH3:14])[C:12]([F:17])([F:16])[F:11])=[CH:3][CH:4]=1)([O-:10])=[O:9] |f:2.3.4|. Reported procedure: A mixture of 1-fluoro-4-nitrobenzene (4.24 g, CAS Reg. No. 350-46-9), 1,1,1-trifluoro-propan-2-ol (4.56 g, CAS Reg. No. 374-01-6) and cesium carbonate (13.04 g) in CH3CN (50 mL) was heated to reflux for 10 hours. Then, the reaction mixture was cooled, acidified with conc. HCl and then distributed between ethyl acetate and water. The organic layer was separated, washed with brine and evaporated to provide the title compound (6.74 g) that was used without further purification. Rf: 0.38 (silica gel...